Task: describe an organic reaction: reactants, conditions, products, and yield. Dataset: the Open Reaction Database (ORD), a public repository of structured organic reaction records The reactants are [N+](=O)([O-])C=1C=NC2=CC=CC=C2C1NCC1(CCCCC1)O (1-[(3-nitroquinolin-4-ylamino)methyl]cyclohexanol). Reagents/catalysts: [Pt] (platinum on carbon). The solvent is C(C)(=O)OCC (ethyl acetate). The product is NC=1C=NC2=CC=CC=C2C1NCC1(CCCCC1)O (1-[(3-aminoquinolin-4-ylamino)methyl]cyclohexanol). As a reaction SMILES: [N+:1]([C:4]1[CH:5]=[N:6][C:7]2[C:12]([C:13]=1[NH:14][CH2:15][C:16]1([OH:22])[CH2:21][CH2:20][CH2:19][CH2:18][CH2:17]1)=[CH:11][CH:10]=[CH:9][CH:8]=2)([O-])=O>[Pt].C(OCC)(=O)C>[NH2:1][C:4]1[CH:5]=[N:6][C:7]2[C:12]([C:13]=1[NH:14][CH2:15][C:16]1([OH:22])[CH2:21][CH2:20][CH2:19][CH2:18][CH2:17]1)=[CH:11][CH:10]=[CH:9][CH:8]=2. Procedure: A mixture of 1-[(3-nitroquinolin-4-ylamino)methyl]cyclohexanol (10.0 g, 33.2 mmol), 5% platinum on carbon (1.0 g), and ethyl acetate (140 mL) was placed under hydrogen pressure (40 psi, 2.8×105 Pa) for 2.5 hours. The reaction mixture was filtered through a layer of CELITE filter aid and the filter cake was rinsed with ethyl acetate (100 mL). The filtrate was concentrated under reduced pressure to provide 1-[(3-aminoquinolin-4-ylamino)methyl]cyclohexanol as an orange gooey solid. The product is O=C(O)Cc1ccc(CNc2cccc(-c3c(C(=O)c4ccccc4)cnc4c(C(F)(F)F)cccc34)c2)cc1. RXN SMILES: [C:1]([c:2]1[cH:3][cH:4][cH:5][cH:6][cH:7]1)(=[O:8])[c:9]1[cH:10][n:11][c:12]2[c:13]([C:38]([F:39])([F:40])[F:41])[cH:14][cH:15][cH:16][c:17]2[c:18]1-[c:19]1[cH:20][c:21]([NH:25][CH2:26][c:27]2[cH:28][cH:29][c:30]([CH2:33][C:34](=[O:35])[O:36][CH3:37])[cH:31][cH:32]2)[cH:22][cH:23][cH:24]1.[CH2:49]1[O:50][CH2:51][CH2:52][CH2:53]1.[CH3:45][C:46](=[O:47])[OH:48].[CH3:54][OH:55].[Li+:44].[OH-:43].[OH2:42].[OH2:56]>>[C:1]([c:2]1[cH:3][cH:4][cH:5][cH:6][cH:7]1)(=[O:8])[c:9]1[cH:10][n:11][c:12]2[c:13]([C:38]([F:39])([F:40])[F:41])[cH:14][cH:15][cH:16][c:17]2[c:18]1-[c:19]1[cH:20][c:21]([NH:25][CH2:26][c:27]2[cH:28][cH:29][c:30]([CH2:33][C:34](=[O:35])[OH:36])[cH:31][cH:32]2)[cH:22][cH:23][cH:24]1. Starting materials: COC(=O)Cc1ccc(CNc2cccc(-c3c(C(=O)c4ccccc4)cnc4c(C(F)(F)F)cccc34)c2)cc1, C1CCOC1, CC(=O)O, CO, [Li+], [OH-], O, O.